This data is from the Open Reaction Database (ORD), a public repository of structured organic reaction records. The task is: describe an organic reaction: reactants, conditions, products, and yield The reactants are c1cnc2nc(Oc3ccc4c(CN5CC6CNCC6C5)coc4c3)sc2c1, CN1CCOCC1, Cl, Cl, O=C(O)C1CCOC1, CN(C)C=O, On1nnc2ccccc21. Product: O=C(C1CCOC1)N1CC2CN(Cc3coc4cc(Oc5nc6ncccc6s5)ccc34)CC2C1. Reaction SMILES: [CH2:3]1[N:4]([CH2:11][c:12]2[cH:13][o:14][c:15]3[c:16]2[cH:17][cH:18][c:19]([O:21][c:22]2[s:23][c:24]4[c:25]([n:26][cH:27][cH:28][cH:29]4)[n:30]2)[cH:20]3)[CH2:5][CH:6]2[CH:7]1[CH2:8][NH:9][CH2:10]2.[CH3:41][N:42]1[CH2:43][CH2:44][O:45][CH2:46][CH2:47]1.[ClH:1].[ClH:2].[O:48]1[CH2:49][CH:50]([C:53](=[O:54])[OH:55])[CH2:51][CH2:52]1.[O:56]=[CH:57][N:58]([CH3:59])[CH3:60].[OH:31][n:32]1[c:33]2[cH:34][cH:35][cH:36][cH:37][c:38]2[n:39][n:40]1>>[CH2:3]1[N:4]([CH2:11][c:12]2[cH:13][o:14][c:15]3[c:16]2[cH:17][cH:18][c:19]([O:21][c:22]2[s:23][c:24]4[c:25]([n:26][cH:27][cH:28][cH:29]4)[n:30]2)[cH:20]3)[CH2:5][CH:6]2[CH:7]1[CH2:8][N:9]([C:53]([CH:50]1[CH2:49][O:48][CH2:52][CH2:51]1)=[O:54])[CH2:10]2.